This data is from the Open Reaction Database (ORD), a public repository of structured organic reaction records. The task is: describe an organic reaction: reactants, conditions, products, and yield The reactants are ClC1=CC=C2C(=C(C(C(C2=C1F)(C)C)=O)C(=O)NCC(=O)[O-])O (((7-chloro-8-fluoro-4-hydroxy-1,1-dimethyl-2-oxo-naphthalen-3-yl)carbonyl)glycinate), C(=O)(C(F)(F)F)O (TFA). Yields the product ClC1=CC=C2C(=C(C(C(C2=C1F)(C)C)=O)C(=O)NCC(=O)O)O (N-((7-Chloro-8-fluoro-4-hydroxy-1,1-dimethyl-2-oxo-naphthalen-3-yl)carbonyl)glycine). Yield: 100.7%. As a reaction SMILES: [Cl:1][C:2]1[C:11]([F:12])=[C:10]2[C:5]([C:6]([OH:23])=[C:7]([C:16]([NH:18][CH2:19][C:20]([O-:22])=[O:21])=[O:17])[C:8](=[O:15])[C:9]2([CH3:14])[CH3:13])=[CH:4][CH:3]=1.C(O)(C(F)(F)F)=O>>[Cl:1][C:2]1[C:11]([F:12])=[C:10]2[C:5]([C:6]([OH:23])=[C:7]([C:16]([NH:18][CH2:19][C:20]([OH:22])=[O:21])=[O:17])[C:8](=[O:15])[C:9]2([CH3:14])[CH3:13])=[CH:4][CH:3]=1. Procedure details: A solution of 1,1-dimethylethyl N-((6N-((7-chloro-8-fluoro-4-hydroxy-1,1-dimethyl-2-oxo-naphthalen-3-yl)carbonyl)glycinate (0.148 g, 0.372 mmol) in TFA (5.00 mL, 64.9 mmol) was stirred at 25° C. for 15 minutes. The solution was concentrated, azeotroped using DCM (2×100 mL), and dried in vacuo to give the title compound (0.128 g). MS m/e=342.4 (M+H)+. Calculated for C15H13ClFNO5 341.05. Reactants: CN(C)C=O, O=C(Cl)C(Cl)C1CCC1, Nc1c(-c2ccccc2F)nnn1CSc1ccccc1, c1ccncc1. Product: O=C(Nc1c(-c2ccccc2F)nnn1CSc1ccccc1)C(Cl)C1CCC1. RXN SMILES: [CH3:37][N:38]([CH3:39])[CH:40]=[O:41].[Cl:28][CH:29]([C:30](=[O:31])[Cl:32])[CH:33]1[CH2:34][CH2:35][CH2:36]1.[F:1][c:2]1[c:3](-[c:8]2[c:9]([NH2:21])[n:10]([CH2:13][S:14][c:15]3[cH:16][cH:17][cH:18][cH:19][cH:20]3)[n:11][n:12]2)[cH:4][cH:5][cH:6][cH:7]1.[cH:22]1[cH:23][cH:24][n:25][cH:26][cH:27]1>>[F:1][c:2]1[c:3](-[c:8]2[c:9]([NH:21][C:30]([CH:29]([Cl:28])[CH:33]3[CH2:34][CH2:35][CH2:36]3)=[O:31])[n:10]([CH2:13][S:14][c:15]3[cH:16][cH:17][cH:18][cH:19][cH:20]3)[n:11][n:12]2)[cH:4][cH:5][cH:6][cH:7]1. Reactants: compound, ( II ), ClC1=C(C(=CC=C1)Cl)C1=CC2=C(N=C(N=C2)S(=O)(=O)C)N(C1=O)C (6-(2,6-dichlorophenyl)-8-methyl-2-methylsulfonyl-8H-pyrido[2,3-d]pyrimidin-7-one), compound, ( III ), C(=O)(OC(C)(C)C)NCC1OC2=C(O1)C=CC(=C2)N ((R/S)-2-(N-Boc-aminomethyl)-1,3-benzodioxol-5-ylamine). Run in C(C)(=O)O (acetic acid). The product is NCC1OC2=C(O1)C=CC(=C2)NC=2N=CC1=C(N2)N(C(C(=C1)C1=C(C=CC=C1Cl)Cl)=O)C ((R/S)-2-[[2-(aminomethyl)-1,3-benzodioxol-5-yl]amino]-6-(2,6-dichlorophenyl)-8-methyl-8H-pyrido[2,3-d]pyrimidin-7-one). RXN SMILES: [Cl:1][C:2]1[CH:7]=[CH:6][CH:5]=[C:4]([Cl:8])[C:3]=1[C:9]1[C:22](=[O:23])[N:21]([CH3:24])[C:12]2[N:13]=[C:14](S(C)(=O)=O)[N:15]=[CH:16][C:11]=2[CH:10]=1.C([NH:32][CH2:33][CH:34]1[O:38][C:37]2[CH:39]=[CH:40][C:41]([NH2:43])=[CH:42][C:36]=2[O:35]1)(OC(C)(C)C)=O>C(O)(=O)C>[NH2:32][CH2:33][CH:34]1[O:38][C:37]2[CH:39]=[CH:40][C:41]([NH:43][C:14]3[N:15]=[CH:16][C:11]4[CH:10]=[C:9]([C:3]5[C:2]([Cl:1])=[CH:7][CH:6]=[CH:5][C:4]=5[Cl:8])[C:22](=[O:23])[N:21]([CH3:24])[C:12]=4[N:13]=3)=[CH:42][C:36]=2[O:35]1. Procedure: A mixture of 0.384 g of compound of formula (II), 6-(2,6-dichlorophenyl)-8-methyl-2-methylsulfonyl-8H-pyrido[2,3-d]pyrimidin-7-one, and 0.266 g of compound of formula (III), (R/S)-2-(N-Boc-aminomethyl)-1,3-benzodioxol-5-ylamine, is heated in 4 ml of acetic acid at 80° C. for 2 h. The reaction medium is subsequently concentrated by half under vacuum, then taken up in water and ethyl acetate and brought to pH 6 with a saturated NaHCO3 solution; the organic phase is separated by settling, washed wi... Starting materials: C1=CC2=C(C=C1C3=CC4=C(C=C3)C(=O)OC4=O)C(=O)OC2=O (3,3',4,4'-biphenyltetracarboxylic dianhydride), O (water), 2,4'-diaminodiphenyl ether, CN1C(CCC1)=O (N-methylpyrrolidone), C(C)(=O)OC(C)=O (acetic anhydride), N1=CC=CC=C1 (pyridine). Run in CO (methanol). Reaction conditions: temperature 60 celsius, time 10 hour. The product is CC1(CC(C2=C1C=C(C=C2)N)(C)C3=CC=C(C=C3)N)C.C1=CC2=C(C=C1C(=O)C3=CC4=C(C=C3)C(=O)OC4=O)C(=O)OC2=O (polyimide resin). Reaction SMILES: [CH:1]1[C:6]([C:7]2[CH:12]=[CH:11][C:10]3[C:13]([O:15][C:16](=[O:17])[C:9]=3[CH:8]=2)=[O:14])=[CH:5][C:4]2[C:18]([O:20][C:21](=[O:22])[C:3]=2[CH:2]=1)=[O:19].[CH3:23][N:24]1[CH2:28][CH2:27][CH2:26][C:25]1=O.[OH2:30].C(O[C:35](=O)[CH3:36])(=O)C.[N:38]1C=CC=CC=1>CO>[CH3:18][C:4]1([CH3:3])[C:12]2[CH:11]=[C:10]([NH2:38])[CH:9]=[CH:8][C:7]=2[C:6]([C:25]2[CH:26]=[CH:27][C:28]([NH2:24])=[CH:36][CH:35]=2)([CH3:1])[CH2:5]1.[CH:23]1[C:12]([C:7]([C:6]2[CH:1]=[CH:2][C:3]3[C:21]([O:20][C:18](=[O:19])[C:4]=3[CH:5]=2)=[O:22])=[O:30])=[CH:11][C:10]2[C:13]([O:15][C:16](=[O:17])[C:9]=2[CH:8]=1)=[O:14] |f:6.7|. Reported procedure: Into a four-neck flask equipped with a thermometer, a stirrer, and a nitrogen introducing tube charged were 10.711 g (0.0364 mol) of 3,3',4,4'-biphenyltetracarboxylic dianhydride, 7.289 g (0.0364 mol) of 2,4'-diaminodiphenyl ether, and 72 g of N-methylpyrrolidone while gaseous nitrogen was passed through the flask. With stirring, reaction was allowed to proceed at room temperature for 10 hours. Due to the formation of polyamic acids having a high molecular weight, the viscosity of the reaction s... Reactants: NC1=NC(=NC=C1C(=O)C1=CC=C(C=C1)C)S(=O)CC ((4-amino-2-ethanesulfinyl-pyrimidin-5-yl)-p-tolyl-methanone), FC(C(=O)O)(F)F.CS(=O)(=O)N1CCC(CC1)N (1-methanesulfonyl-piperidin-4-ylamine; compound with trifluoroacetic acid). The product is NC1=NC(=NC=C1C(=O)C1=CC=C(C=C1)C)NC1CCN(CC1)S(=O)(=O)C ([4-amino-2-(1-methanesulfonyl-piperidin-4-ylamino)-pyrimidin-5-yl]-p-tolyl-methanone). As a reaction SMILES: [NH2:1][C:2]1[C:7]([C:8]([C:10]2[CH:15]=[CH:14][C:13]([CH3:16])=[CH:12][CH:11]=2)=[O:9])=[CH:6][N:5]=[C:4](S(CC)=O)[N:3]=1.FC(F)(F)C(O)=O.[CH3:28][S:29]([N:32]1[CH2:37][CH2:36][CH:35]([NH2:38])[CH2:34][CH2:33]1)(=[O:31])=[O:30]>>[NH2:1][C:2]1[C:7]([C:8]([C:10]2[CH:11]=[CH:12][C:13]([CH3:16])=[CH:14][CH:15]=2)=[O:9])=[CH:6][N:5]=[C:4]([NH:38][CH:35]2[CH2:36][CH2:37][N:32]([S:29]([CH3:28])(=[O:31])=[O:30])[CH2:33][CH2:34]2)[N:3]=1 |f:1.2|. Procedure details: The same procedure as described in Example 326 was used, starting with (4-amino-2-ethanesulfinyl-pyrimidin-5-yl)-p-tolyl-methanone (Example 354) and 1-methanesulfonyl-piperidin-4-ylamine; compound with trifluoroacetic acid (Example 162) to give [4-amino-2-(1-methanesulfonyl-piperidin-4-ylamino)-pyrimidin-5-yl]-p-tolyl-methanone. MS (M+H)+, 390 Starting materials: Cl.ClCCN (2-chloroethylamine hydrochloride), C(C)#N (acetonitrile), S(=O)(=O)(Cl)Cl (sulfuryl chloride), NC1=CC=C(C(=O)OCC)C=C1 (ethyl 4-aminobenzoate). The solvent is O1CCCC1 (tetrahydrofuran), C(C)N(CC)CC (triethylamine), O (water), O1CCCC1 (tetrahydrofuran). Reaction conditions: temperature 80 celsius, time 8 hour. Yields the product O=S1(N(CCN1)C1=CC=C(C(=O)OCC)C=C1)=O (ethyl 4-(1,1-dioxo-1λ6-[1,2,5]thiadiazolidin-2-yl)benzoate). As a reaction SMILES: Cl.Cl[CH2:3][CH2:4][NH2:5].C(#N)C.[S:9](Cl)(Cl)(=[O:11])=[O:10].[NH2:14][C:15]1[CH:25]=[CH:24][C:18]([C:19]([O:21][CH2:22][CH3:23])=[O:20])=[CH:17][CH:16]=1>O1CCCC1.O.C(N(CC)CC)C>[O:10]=[S:9]1(=[O:11])[NH:5][CH2:4][CH2:3][N:14]1[C:15]1[CH:16]=[CH:17][C:18]([C:19]([O:21][CH2:22][CH3:23])=[O:20])=[CH:24][CH:25]=1 |f:0.1|. Reported procedure: To 2-chloroethylamine hydrochloride (1.16 g) were added acetonitrile (15 mL) and sulfuryl chloride (6.08 mL), and the mixture was stirred at 80° C. for 8 hr. The solvent was evaporated from the reaction mixture, and to the obtained to residue was added tetrahydrofuran (10 mL). A solution of a mixture of ethyl 4-aminobenzoate (826 mg) and triethylamine (2.8 mL) in tetrahydrofuran (5 mL) was added dropwise under ice-cooling. The reaction mixture was stirred at room temperature overnight, and water... Reactants: C(C)(=O)OC1=CC=C(C=C)C=C1 (4-acetoxystyrene), C(C=C)Br (allyl bromide). The product is C(C=C)OC1=CC=C(C=C)C=C1 (4-allyloxystyrene). Isolated yield 82.0%. Reaction SMILES: [C:1]([O:4][C:5]1[CH:12]=[CH:11][C:8]([CH:9]=[CH2:10])=[CH:7][CH:6]=1)(=O)[CH3:2].[CH2:13](Br)C=C>>[CH2:1]([O:4][C:5]1[CH:12]=[CH:11][C:8]([CH:9]=[CH2:10])=[CH:7][CH:6]=1)[CH:2]=[CH2:13]. Procedure: The reaction described in Example 1 was repeated on the same scale but with the reaction temperature maintained in the range of 4°-6° C., rather than 10° C., during the addition of 4-acetoxystyrene and allyl bromide. In this case, 4-allyloxystyrene was obtained in 82% yield following vacuum distillation. Residual concentrations of 4-acetoxystyrene and 4-vinylphenol were 4 and 9% respectively. Reactants: CC1(CC(NC2=CC(=CC=C12)C#C[Si](C)(C)C)OC(C)C)C (4,4-dimethyl-2-iso-propoxy-1,2,3,4-tetrahydro-7-[(trimethylsilyl)ethynyl]quinoline), CC1(CC(NC2=CC(=CC=C12)C#C[Si](C)(C)C)OC(C)C)C (4,4-dimethyl-2-iso-propoxy-1,2,3,4-tetrahydro-7-[(trimethylsilyl)ethynyl]quinoline), C([O-])([O-])=O.[K+].[K+] (potassium carbonate). Solvent: CO (methanol). Conditions: time 2.5 hour. The product is CC1(CC(=NC2=CC(=CC=C12)C#C)OC(C)C)C (4,4-Dimethyl-2-iso-propoxy-3,4-dihydro-7-ethynylquinoline). RXN SMILES: [CH3:1][C:2]1([CH3:22])[C:11]2[C:6](=[CH:7][C:8]([C:12]#[C:13][Si](C)(C)C)=[CH:9][CH:10]=2)[NH:5][CH:4]([O:18][CH:19]([CH3:21])[CH3:20])[CH2:3]1.C(=O)([O-])[O-].[K+].[K+]>CO>[CH3:1][C:2]1([CH3:22])[C:11]2[C:6](=[CH:7][C:8]([C:12]#[CH:13])=[CH:9][CH:10]=2)[N:5]=[C:4]([O:18][CH:19]([CH3:20])[CH3:21])[CH2:3]1 |f:1.2.3|. Procedure details: To a solution of 0.14 g (0.45 mmol) of 4,4-dimethyl-2-iso-propoxy-1,2,3,4-tetrahydro-7-[(trimethylsilyl)ethynyl]quinoline (Compound 26) in 2.5 ml of methanol was added 0.10 g (0.72 mmol) of potassium carbonate. The reaction mixture was then stirred at room temperature for 2.5 h. The reaction mixture was then concentrated in vacuo and the resulting oil was dissolved in water and extracted with methylene chloride (2×). The organic layers were dried (MgSO4), filtered and concentrated in vacuo to gi...